Dataset: the Open Reaction Database (ORD), a public repository of structured organic reaction records. Task: describe an organic reaction: reactants, conditions, products, and yield Starting materials: C(#N)[S-].[K+] (KSCN), Cl (HCl), [BH4-].[Na+] (sodium borohydride), NC1=C(C(=CC=C1)Cl)C(C)=O (1-(2-amino-6-chloro-phenyl)-ethanone). Solvent: O (Water), C(C)O (ethanol), CCCCCCC.C(C)(=O)OCC (n-heptan ethyl acetate). Run at temperature 65 celsius. Product: ClC1=C2C(NC(NC2=CC=C1)=S)C (5-Chloro-4-methyl-3,4-dihydro-1H-quinazoline-2-thione). Reaction SMILES: [BH4-].[Na+].[NH2:3][C:4]1[CH:9]=[CH:8][CH:7]=[C:6]([Cl:10])[C:5]=1[C:11](=O)[CH3:12].[C:14]([S-:16])#[N:15].[K+].Cl>C(O)C.CCCCCCC.C(OCC)(=O)C.O>[Cl:10][C:6]1[CH:7]=[CH:8][CH:9]=[C:4]2[C:5]=1[CH:11]([CH3:12])[NH:15][C:14](=[S:16])[NH:3]2 |f:0.1,3.4,7.8|. Procedure: At a temperature of 65° C., sodium borohydride was added to a solution of 1-(2-amino-6-chloro-phenyl)-ethanone in ethanol, and the mixture was heated overnight (65° C.). Water, KSCN and HCl were then added subsequently, and the mixture was again heated (3 h, 65° C.). The majority of the title compound precipitated upon cooling and could be isolated in sufficiently pure form by filtration. A small additional amount of the desired product was obtained by workup of the mother liquor (evaporation of... Reactants: Cl(=O)(=O)(=O)O (perchloric acid), [B]1OC2=CC=CC=C2O1 (Catecholborane), solution, C([O-])(O)=O.[Na+] (sodium bicarbonate), CB1OC([C@@H]2N1CCC2)(C2=CC=CC=C2)C2=CC=CC=C2 ((R)-1-methyl-3,3-diphenylhexahydropyrrolo[1,2-c][1,3,2]oxazaborole), solution, [B]1OC2=CC=CC=C2O1 (catecholborane), solution, C(C=C)OC1(CCN(CC1)C1=C(C(=NC=2N1N=C(C2)Br)C)C(C(=O)OC)=O)C (methyl 2-(7-(4-(allyloxy)-4-methylpiperidin-1-yl)-2-bromo-5-methylpyrazolo[1,5-a]pyrimidin-6-yl)-2-oxoacetate), CB1OC([C@@H]2N1CCC2)(C2=CC=CC=C2)C2=CC=CC=C2 ((R)-1-methyl-3,3-diphenylhexahydropyrrolo[1,2-c][1,3,2]oxazaborole), solution, CC#N.C(=O)=O (MeCN CO2). Solvent: C(Cl)Cl (DCM), C1(=CC=CC=C1)C (toluene), C(C)(C)(C)OC(=O)C (tBuOAc), C1(=CC=CC=C1)C (toluene), C1(=CC=CC=C1)C (toluene), C1(=CC=CC=C1)C (toluene), C1(=CC=CC=C1)C (toluene). Reaction conditions: time 18 hour. The product is C(C=C)OC1(CCN(CC1)C1=C(C(=NC=2N1N=C(C2)Br)C)[C@@H](C(=O)OC)OC(C)(C)C)C ((S)-methyl 2-(7-(4-(allyloxy)-4-methylpiperidin-1-yl)-2-bromo-5-methylpyrazolo[1,5-a]pyrimidin-6-yl)-2-(tert-butoxy)acetate). Isolated yield 34.0%. RXN SMILES: [CH2:1]([O:4][C:5]1([CH3:28])[CH2:10][CH2:9][N:8]([C:11]2[N:16]3[N:17]=[C:18]([Br:20])[CH:19]=[C:15]3[N:14]=[C:13]([CH3:21])[C:12]=2[C:22](=[O:27])[C:23]([O:25][CH3:26])=[O:24])[CH2:7][CH2:6]1)[CH:2]=[CH2:3].CB1N2CCC[C@@H:33]2[C:32]([C:44]2C=CC=CC=2)([C:38]2C=CC=CC=2)O1.CC#N.C(=O)=O.[B]1OC2C(=CC=CC=2)O1.Cl(O)(=O)(=O)=O.C(=O)(O)[O-].[Na+]>C1(C)C=CC=CC=1.C(Cl)Cl.C(OC(C)=O)(C)(C)C>[CH2:1]([O:4][C:5]1([CH3:28])[CH2:10][CH2:9][N:8]([C:11]2[N:16]3[N:17]=[C:18]([Br:20])[CH:19]=[C:15]3[N:14]=[C:13]([CH3:21])[C:12]=2[C@H:22]([O:27][C:32]([CH3:44])([CH3:38])[CH3:33])[C:23]([O:25][CH3:26])=[O:24])[CH2:7][CH2:6]1)[CH:2]=[CH2:3] |f:2.3,6.7,^1:55|. Procedure details: A solution of methyl 2-(7-(4-(allyloxy)-4-methylpiperidin-1-yl)-2-bromo-5-methylpyrazolo[1,5-a]pyrimidin-6-yl)-2-oxoacetate (9.20 g, 20.3 mmol, 1 equiv) and (R)-1-methyl-3,3-diphenylhexahydropyrrolo[1,2-c][1,3,2]oxazaborole (12.2 mL of a 1 M solution in toluene, 12.2 mmol, 0.6 equiv) in toluene (200 mL) was cooled to −25° C. (MeCN/CO2). Catecholborane (6.8 mL of a 50% solution in toluene, 28.4 mmol, 1.4 equiv) was then added and temperature was held between −15° C. and −25° C. for 18 h. At this ... The reactants are BrC=1C=C(C=CC1)O (3-bromophenol), [N+](=O)(O)[O-] (nitric acid), ice water. Solvent: C(Cl)(Cl)Cl (chloroform), C(C)(=O)O (acetic acid). Run at time 1 hour. The product is BrC=1C=C(C=CC1[N+](=O)[O-])O (3-Bromo-4-nitrophenol), BrC=1C=CC(=C(C1)O)[N+](=O)[O-] (5-bromo-2-nitrophenol). Reaction SMILES: [Br:1][C:2]1[CH:3]=[C:4]([OH:8])[CH:5]=[CH:6][CH:7]=1.[N+:9]([O-:12])([OH:11])=[O:10]>C(Cl)(Cl)Cl.C(O)(=O)C>[Br:1][C:2]1[CH:3]=[C:4]([OH:8])[CH:5]=[CH:6][C:7]=1[N+:9]([O-:11])=[O:10].[Br:1][C:2]1[CH:7]=[CH:6][C:5]([N+:9]([O-:12])=[O:10])=[C:4]([OH:8])[CH:3]=1. Procedure: To a solution of 3-bromophenol (10 g) in chloroform (50 ml) and acetic acid (50 ml) was added 70% nitric acid (60 ml) dropwise on an ice bath, and the solution was stirred for 1 hour. The reaction mixture was poured into ice water, extracted with ethyl acetate, then sequentially washed with a saturated aqueous solution of sodium bicarbonate, water and brine, dried over anhydrous magnesium sulfate, and then the solvent was evaporated in vacuo. The residue was purified by silica gel column chromat... Reactants: NCC(CP(OCC)(=O)C(OCC)OCC)C1=CC=C(C=C1)OC (ethyl 3-amino-2-(4-methoxyphenyl)propyl(diethoxymethyl)phosphinate). Solvent: Cl (hydrochloric acid). The product is NCC(CP(O)O)C1=CC=C(C=C1)OC (3-amino-2-(4-methoxyphenyl)propylphosphonous acid). As a reaction SMILES: [NH2:1][CH2:2][CH:3]([C:17]1[CH:22]=[CH:21][C:20]([O:23][CH3:24])=[CH:19][CH:18]=1)[CH2:4][P:5](C(OCC)OCC)(=[O:9])[O:6]CC>Cl>[NH2:1][CH2:2][CH:3]([C:17]1[CH:22]=[CH:21][C:20]([O:23][CH3:24])=[CH:19][CH:18]=1)[CH2:4][P:5]([OH:6])[OH:9]. Procedure details: A solution of 4.6 g of ethyl 3-amino-2-(4-methoxyphenyl)propyl(diethoxymethyl)phosphinate in 30 ml of 36% aqueous hydrochloric acid is heated to reflux for a period of 1 hour. The reaction mixture is then allowed to cool to room temperature, concentrated under reduced pressure and co-evaporated twice with 20 ml of water under reduced pressure. The crude product is dissolved in 20 ml of water, washed twice with 20 ml of diethyl ether and the aqueous layer is then separated and evaporated under re... The reactants are Oc1ccccc1F, CC(C)C(=O)Nc1cccc(C2CCN(CCCCCC(O)c3ccccc3F)CC2)c1. The product is CC(C)C(=O)Nc1cccc(C2CCN(CCCCCC(Oc3ccccc3F)c3ccccc3F)CC2)c1. Reaction SMILES: [F:1][c:2]1[c:3]([OH:8])[cH:4][cH:5][cH:6][cH:7]1.[F:9][c:10]1[c:11]([CH:16]([CH2:17][CH2:18][CH2:19][CH2:20][CH2:21][N:22]2[CH2:23][CH2:24][CH:25]([c:28]3[cH:29][c:30]([NH:34][C:35]([CH:36]([CH3:37])[CH3:38])=[O:39])[cH:31][cH:32][cH:33]3)[CH2:26][CH2:27]2)[OH:40])[cH:12][cH:13][cH:14][cH:15]1>>[F:1][c:2]1[c:3]([O:8][CH:16]([c:11]2[c:10]([F:9])[cH:15][cH:14][cH:13][cH:12]2)[CH2:17][CH2:18][CH2:19][CH2:20][CH2:21][N:22]2[CH2:23][CH2:24][CH:25]([c:28]3[cH:29][c:30]([NH:34][C:35]([CH:36]([CH3:37])[CH3:38])=[O:39])[cH:31][cH:32][cH:33]3)[CH2:26][CH2:27]2)[cH:4][cH:5][cH:6][cH:7]1.